This data is from the Open Reaction Database (ORD), a public repository of structured organic reaction records. The task is: describe an organic reaction: reactants, conditions, products, and yield The reactants are O=C1CC(CN1CC1=CC=CC=C1)C(=O)OC (methyl 5-oxo-1-(phenylmethyl)-3-pyrrolidinecarboxylate), CN (methylamine). Solvent: CO (methanol). Conditions: temperature 100 celsius. The product is CNC(=O)C1CN(C(C1)=O)CC1=CC=CC=C1 (N-methyl-5-oxo-1-(phenylmethyl)-3-pyrrolidinecarboxamide). The yield is 88.4%. As a reaction SMILES: [O:1]=[C:2]1[N:6]([CH2:7][C:8]2[CH:13]=[CH:12][CH:11]=[CH:10][CH:9]=2)[CH2:5][CH:4]([C:14]([O:16]C)=O)[CH2:3]1.[CH3:18][NH2:19]>CO>[CH3:18][NH:19][C:14]([CH:4]1[CH2:3][C:2](=[O:1])[N:6]([CH2:7][C:8]2[CH:13]=[CH:12][CH:11]=[CH:10][CH:9]=2)[CH2:5]1)=[O:16]. Procedure: A mixture of 100 g (0.43 mole) of methyl 5-oxo-1-(phenylmethyl)-3-pyrrolidinecarboxylate [J. Org. Chem., 26, 1519 (1961)], 500 ml methanol and 100 g (3.2 mole) of methylamine was heated at 100° C. in a pressure reactor for 16 hours. The reaction mixture was cooled and the ammonia and methanol were removed under reduced pressure. The residue was taken up in dichloromethane and washed with 3×100 ml 1N sodium hydroxide. The organic layer was dried over magnesium sulfate and the solvent removed at r... Reactants: CC(C)(C)OC(=O)ON1C(=O)CCC1=O, CO, Cl, NCCCCC(N)C(=O)O, O. The product is CC(C)(C)OC(=O)NCCCCC(N)C(=O)O. As a reaction SMILES: [C:12]([O:13][C:14]([CH3:15])([CH3:16])[CH3:17])([O:18][N:20]1[C:21](=[O:22])[CH2:23][CH2:24][C:25]1=[O:26])=[O:19].[CH3:27][OH:28].[ClH:1].[NH2:2][CH:3]([CH2:4][CH2:5][CH2:6][CH2:7][NH2:8])[C:9](=[O:10])[OH:11].[OH2:29]>>[NH2:2][CH:3]([CH2:4][CH2:5][CH2:6][CH2:7][NH:8][C:12]([O:13][C:14]([CH3:15])([CH3:16])[CH3:17])=[O:18])[C:9](=[O:10])[OH:11]. As a reaction SMILES: [CH3:14][CH2:15][CH2:16][CH2:17][CH2:18][CH3:19].[CH:1](=[O:2])[c:3]1[c:4]([C:5](=[O:6])[OH:7])[cH:8][c:9]([O:12][CH3:13])[cH:10][cH:11]1.[CH:41]([Cl:42])([Cl:43])[Cl:44].[c:26]1([C:32](=[N+:33]=[N-:34])[c:35]2[cH:36][cH:37][cH:38][cH:39][cH:40]2)[cH:27][cH:28][cH:29][cH:30][cH:31]1.[cH:20]1[cH:21][cH:22][cH:23][cH:24][cH:25]1>>[CH:1](=[O:2])[c:3]1[c:4]([C:5](=[O:6])[O:7][CH:32]([c:26]2[cH:27][cH:28][cH:29][cH:30][cH:31]2)[c:35]2[cH:36][cH:37][cH:38][cH:39][cH:40]2)[cH:8][c:9]([O:12][CH3:13])[cH:10][cH:11]1. The product is COc1ccc(C=O)c(C(=O)OC(c2ccccc2)c2ccccc2)c1. Reactants: CCCCCC, COc1ccc(C=O)c(C(=O)O)c1, ClC(Cl)Cl, [N-]=[N+]=C(c1ccccc1)c1ccccc1, c1ccccc1. The reactants are CC(C)(C)N, Cc1cc(C=Cc2ccccc2OCC(O)CCl)on1, C1COCCO1. Product: Cc1cc(C=Cc2ccccc2OCC(O)CNC(C)(C)C)on1, Cl. As a reaction SMILES: [C:21]([CH3:22])([CH3:23])([CH3:24])[NH2:25].[CH3:1][c:2]1[n:3][o:4][c:5]([CH:7]=[CH:8][c:9]2[c:10]([O:15][CH2:16][CH:17]([CH2:18][Cl:19])[OH:20])[cH:11][cH:12][cH:13][cH:14]2)[cH:6]1.[O:26]1[CH2:27][CH2:28][O:29][CH2:30][CH2:31]1>>[CH3:1][c:2]1[n:3][o:4][c:5]([CH:7]=[CH:8][c:9]2[c:10]([O:15][CH2:16][CH:17]([CH2:18][NH:25][C:21]([CH3:22])([CH3:23])[CH3:24])[OH:20])[cH:11][cH:12][cH:13][cH:14]2)[cH:6]1.[ClH:19]. The reactants are ClCl (chlorine), NC=1C=CC2=C(C(=NCC(N2C)=O)C2=C(C=CC=C2)F)C1 (7-amino-5-(o-fluorophenyl)-1,3-dihydro-1-methyl-2H-1,4-benzodiazepin-2-one), C([O-])([O-])=O.[Na+].[Na+] (sodium carbonate). Run in Cl (hydrochloric acid). Yields the product NC=1C=CC2=C(C(=NCC(N2C)=O)C2=C(C=CC=C2)F)C1Cl (7-amino-6-chloro-5-(o-fluorophenyl)-1,3-dihydro-1-methyl-2H-1,4-benzodiazepin-2-one). As a reaction SMILES: [NH2:1][C:2]1[CH:3]=[CH:4][C:5]2[N:11]([CH3:12])[C:10](=[O:13])[CH2:9][N:8]=[C:7]([C:14]3[CH:19]=[CH:18][CH:17]=[CH:16][C:15]=3[F:20])[C:6]=2[CH:21]=1.[Cl:22]Cl.C(=O)([O-])[O-].[Na+].[Na+]>Cl>[NH2:1][C:2]1[CH:3]=[CH:4][C:5]2[N:11]([CH3:12])[C:10](=[O:13])[CH2:9][N:8]=[C:7]([C:14]3[CH:19]=[CH:18][CH:17]=[CH:16][C:15]=3[F:20])[C:6]=2[C:21]=1[Cl:22] |f:2.3.4|. Procedure details: 80 g (0.28 M) of 7-amino-5-(o-fluorophenyl)-1,3-dihydro-1-methyl-2H-1,4-benzodiazepin-2-one are dissolved in 220 ml of concentrated hydrochloric acid and chlorine gas is slowly conducted into the solution at -10° C. for 4 hours. The mixture is slowly poured on to a mixture of ice and sodium carbonate solution (250 g of sodium carbonate dissolved in water) and extracted with methylene chloride. The extract is dried over sodium sulphate, filtered and concentrated. The residue is purified on a 1.2 ... Starting materials: C(C)(C)(C)OC(=O)N1CC2(CC2C1)C1=CC=C(C=C1)Br (1-(4-bromo-phenyl)-3-aza-bicyclo[3.1.0]hexane-3-carboxylic acid tert-butyl ester), C(C)(C)(C)OC(=O)N1CC2(CC2C1)C1=CC=C(C=C1)Br (1-(4-bromo-phenyl)-3-aza-bicyclo[3.1.0]hexane-3-carboxylic acid tert-butyl ester), CC(C)([O-])C.[Na+] (sodium tert-butoxide), N1CCCC1 (pyrrolidine). The reagents and catalysts are C=1C=CC(=CC1)/C=C/C(=O)/C=C/C2=CC=CC=C2.C=1C=CC(=CC1)/C=C/C(=O)/C=C/C2=CC=CC=C2.C=1C=CC(=CC1)/C=C/C(=O)/C=C/C2=CC=CC=C2.[Pd].[Pd] (Pd2(dba)3), C=1C=CC(=CC1)P(C=2C=CC=CC2)C3=CC=C4C=CC=CC4=C3C5=C6C=CC=CC6=CC=C5P(C=7C=CC=CC7)C=8C=CC=CC8 (BINAP). Run in C1(=CC=CC=C1)C (toluene). Run at temperature 80 celsius, time 8 hour. The product is C(C)(C)(C)OC(=O)N1CC2(CC2C1)C1=CC=C(C=C1)N1CCCC1 (1-(4-pyrrolidin-1-yl-phenyl)-3-aza-bicyclo[3.1.0]hexane-3-carboxylic acid tert-butyl ester). The yield is 72.0%. RXN SMILES: [C:1]([O:5][C:6]([N:8]1[CH2:13][CH:12]2[C:10]([C:14]3[CH:19]=[CH:18][C:17](Br)=[CH:16][CH:15]=3)([CH2:11]2)[CH2:9]1)=[O:7])([CH3:4])([CH3:3])[CH3:2].CC(C)([O-])C.[Na+].[NH:27]1[CH2:31][CH2:30][CH2:29][CH2:28]1>C1(C)C=CC=CC=1.C1C=CC(/C=C/C(/C=C/C2C=CC=CC=2)=O)=CC=1.C1C=CC(/C=C/C(/C=C/C2C=CC=CC=2)=O)=CC=1.C1C=CC(/C=C/C(/C=C/C2C=CC=CC=2)=O)=CC=1.[Pd].[Pd].C1C=CC(P(C2C(C3C(P(C4C=CC=CC=4)C4C=CC=CC=4)=CC=C4C=3C=CC=C4)=C3C(C=CC=C3)=CC=2)C2C=CC=CC=2)=CC=1>[C:1]([O:5][C:6]([N:8]1[CH2:13][CH:12]2[C:10]([C:14]3[CH:19]=[CH:18][C:17]([N:27]4[CH2:31][CH2:30][CH2:29][CH2:28]4)=[CH:16][CH:15]=3)([CH2:11]2)[CH2:9]1)=[O:7])([CH3:4])([CH3:3])[CH3:2] |f:1.2,5.6.7.8.9|. Reported procedure: To a solution of 1-(4-bromo-phenyl)-3-aza-bicyclo[3.1.0]hexane-3-carboxylic acid tert-butyl ester (Intermediate I, 200 mg, 0.592 mmol) in anhydrous toluene (15 mL) were added Pd2(dba)3 (1.35 mg, 0.002 mmol), BINAP (2.76 mg, 0.004 mmol), sodium tert-butoxide (68.20 mg, 0.710 mmol) and pyrrolidine (0.05 mL, 0.651 mmol) at r.t. and reaction mixture was stirred for 8 h at 80° C. Reaction mixture was then concentrated and the crude product was purified by column chromatography (silica gel, 0.4:9.6 Et... Reactants: C1(=CC=C(C=C1)S(=O)(=O)O)C (p-toluene sulphonic acid), CNCC(=O)O[C@@H](CN1N(C(C(=C1C)C(NC1=NC=C(C=C1)OC1=CC=NC2=CC(=CC=C12)OC)=O)=O)C1=CC=CC=C1)C ((R)-1-(4-(5-(7-methoxyquinolin-4-yloxy)pyridin-2-ylcarbamoyl)-2,3-dihydro-5-meth-yl-3-oxo-2-phenylpyrazol-1-yl)propan-2-yl 2-(methylamino)acetate). Product: CC1=CC=C(C=C1)S(=O)(=O)O.CNCC(=O)O[C@@H](CN1N(C(C(=C1C)C(NC1=NC=C(C=C1)OC1=CC=NC2=CC(=CC=C12)OC)=O)=O)C1=CC=CC=C1)C ((R)-1-(4-(5-(7-methoxyquinolin-4-yloxy)pyridin-2-ylcarbamoyl)-5-methyl-3-oxo-2-phenyl-2,3-dihydropyrazol-1-yl)propan-2-yl 2-(methylamino)acetate 4-methylbenzenesulfonate), solid. Yield: 66.4%. Reaction SMILES: [C:1]1([CH3:11])[CH:6]=[CH:5][C:4]([S:7]([OH:10])(=[O:9])=[O:8])=[CH:3][CH:2]=1.[CH3:12][NH:13][CH2:14][C:15]([O:17][C@H:18]([CH3:55])[CH2:19][N:20]1[C:24]([CH3:25])=[C:23]([C:26](=[O:47])[NH:27][C:28]2[CH:33]=[CH:32][C:31]([O:34][C:35]3[C:44]4[C:39](=[CH:40][C:41]([O:45][CH3:46])=[CH:42][CH:43]=4)[N:38]=[CH:37][CH:36]=3)=[CH:30][N:29]=2)[C:22](=[O:48])[N:21]1[C:49]1[CH:54]=[CH:53][CH:52]=[CH:51][CH:50]=1)=[O:16]>>[CH3:11][C:1]1[CH:2]=[CH:3][C:4]([S:7]([OH:10])(=[O:9])=[O:8])=[CH:5][CH:6]=1.[CH3:12][NH:13][CH2:14][C:15]([O:17][C@H:18]([CH3:55])[CH2:19][N:20]1[C:24]([CH3:25])=[C:23]([C:26](=[O:47])[NH:27][C:28]2[CH:33]=[CH:32][C:31]([O:34][C:35]3[C:44]4[C:39](=[CH:40][C:41]([O:45][CH3:46])=[CH:42][CH:43]=4)[N:38]=[CH:37][CH:36]=3)=[CH:30][N:29]=2)[C:22](=[O:48])[N:21]1[C:49]1[CH:50]=[CH:51][CH:52]=[CH:53][CH:54]=1)=[O:16] |f:2.3|. Procedure details: The title compound was prepared according to the procedure described in Example 59 Step 3 by using p-toluene sulphonic acid (76.6 mg, 0.40 mmol, Shanghai chemical reagent procurement and supply of five joint chemical factory) and (R)-1-(4-(5-(7-methoxyquinolin-4-yloxy)pyridin-2-ylcarbamoyl)-2,3-dihydro-5-meth-yl-3-oxo-2-phenylpyrazol-1-yl)propan-2-yl 2-(methylamino)acetate (100 mg, 0.168 mmol). The title compound was obtained as a yellow solid (86.8 mg, 66.4%).